Dataset: the Open Reaction Database (ORD), a public repository of structured organic reaction records. Task: describe an organic reaction: reactants, conditions, products, and yield Reactants: [OH-].[Na+] (NaOH), [N+](=O)([O-])C1=CC=C(C=C1)C1=CC=C(C=C1)C(=O)NCCCCC=1C=NC=CC1 (4'-Nitro-N-[4-(3-pyridinyl)butyl][1,1'-biphenyl]-4-carboxamide), S(=O)(Cl)Cl (thionyl chloride), N1=C(C=CC=C1)CCCCCO (2-pyridinepentanol). Run in ClCCl (dichloromethane), ClCCl (dichloromethane). Run at temperature -5 celsius, time 17 hour. Yields the product ClCCCCCC1=NC=CC=C1 (2-(5-chloropentyl)pyridine). RXN SMILES: [N+](C1C=CC(C2C=CC(C(NCCCCC3C=NC=CC=3)=O)=CC=2)=CC=1)([O-])=O.S(Cl)([Cl:31])=O.[N:33]1[CH:38]=[CH:37][CH:36]=[CH:35][C:34]=1[CH2:39][CH2:40][CH2:41][CH2:42][CH2:43]O.[OH-].[Na+]>ClCCl>[Cl:31][CH2:43][CH2:42][CH2:41][CH2:40][CH2:39][C:34]1[CH:35]=[CH:36][CH:37]=[CH:38][N:33]=1 |f:3.4|. Procedure: A solution of 4 1 mL of thionyl chloride in 30 mL of dichloromethane was added over 10 minutes to a stirred solution of 6.65 g of 2-pyridinepentanol in 60 mL of dichloromethane maintained at -5° C. After the addition was complete. the mixture was stirred at room temperature for 17 hours, then was rechilled to 5° C. as 150 ml of 1N NaOH was added droPwise over 10 minutes. The layers were separated and the aqueous layer was extracted with 75 mL of dichloromethane. The organic layers were washed wi... Starting materials: COc1c(C=CC(=O)O)cccc1Oc1ccccc1Cl, [H][H], C1COCCO1. The product is COc1c(CCC(=O)O)cccc1Oc1ccccc1Cl. As a reaction SMILES: [CH3:1][O:2][c:3]1[c:4]([CH:17]=[CH:18][C:19](=[O:20])[OH:21])[cH:5][cH:6][cH:7][c:8]1[O:9][c:10]1[c:11]([Cl:16])[cH:12][cH:13][cH:14][cH:15]1.[H:22][H:23].[O:24]1[CH2:25][CH2:26][O:27][CH2:28][CH2:29]1>>[CH3:1][O:2][c:3]1[c:4]([CH2:17][CH2:18][C:19](=[O:20])[OH:21])[cH:5][cH:6][cH:7][c:8]1[O:9][c:10]1[c:11]([Cl:16])[cH:12][cH:13][cH:14][cH:15]1. The reactants are Cl (HCl), ClCCOC1=C(C=CC=C1)[N+](=O)[O-] (1-(2-chloro-ethoxy)-2-nitrobenzene), ClCS(=O)(=O)C1=CC=CC2=CC=CC=C12 (1-chloromethane-sulfonyl-naphthalene), CC(C)([O-])C.[K+] (potassium t-butoxide). Run in C1CCOC1 (THF). Run at time 5 hour. The product is ClCCOC=1C(=C(C=CC1)CS(=O)(=O)C1=CC=CC2=CC=CC=C12)[N+](=O)[O-] (1-[3-(2-Chloro-ethoxy)-2-nitro-phenyl-methanesulfonyl]-naphthalene). Isolated yield 50.0%. As a reaction SMILES: [Cl:1][CH2:2][CH2:3][O:4][C:5]1[CH:10]=[CH:9][CH:8]=[CH:7][C:6]=1[N+:11]([O-:13])=[O:12].Cl[CH2:15][S:16]([C:19]1[C:28]2[C:23](=[CH:24][CH:25]=[CH:26][CH:27]=2)[CH:22]=[CH:21][CH:20]=1)(=[O:18])=[O:17].CC(C)([O-])C.[K+].Cl>C1COCC1>[Cl:1][CH2:2][CH2:3][O:4][C:5]1[C:6]([N+:11]([O-:13])=[O:12])=[C:7]([CH2:15][S:16]([C:19]2[C:28]3[C:23](=[CH:24][CH:25]=[CH:26][CH:27]=3)[CH:22]=[CH:21][CH:20]=2)(=[O:17])=[O:18])[CH:8]=[CH:9][CH:10]=1 |f:2.3|. Procedure details: A mixture of 1-(2-chloro-ethoxy)-2-nitrobenzene (1.2 g, 6 mmoles) and 1-chloromethane-sulfonyl-naphthalene (2.16 g, 9 mmoles) was stirred in THF (50 ml) at −78° C., in a round bottom flask under nitrogen. A solution of 1M potassium t-butoxide was added drop wise (18 mL, 18 mmoles) over a half an hour period. Temperature was allowed to rise to −40° C., and the reaction mixture was stirred at this temperature for 5 hours. The reaction mixture was poured into cold 2N HCl, extracted with EtOAc, drie... Reactants: ClC1=NC(=C2N=CN(C2=N1)C1CCCC1)Cl (2,6-dichloro-9-cyclopentylpurine), NCC1=CC=NC=C1 (4-aminomethylpyridine). Solvent: C(C)N(CC)CC (triethylamine). Yields the product ClC1=NC(=C2N=CN(C2=N1)C1CCCC1)NCC1=CC=NC=C1 (2-Chloro-6-[(4-pyridyl)methylamino]-9-cyclopentylpurine). As a reaction SMILES: [Cl:1][C:2]1[N:10]=[C:9]2[C:5]([N:6]=[CH:7][N:8]2[CH:11]2[CH2:15][CH2:14][CH2:13][CH2:12]2)=[C:4](Cl)[N:3]=1.[NH2:17][CH2:18][C:19]1[CH:24]=[CH:23][N:22]=[CH:21][CH:20]=1>C(N(CC)CC)C>[Cl:1][C:2]1[N:10]=[C:9]2[C:5]([N:6]=[CH:7][N:8]2[CH:11]2[CH2:15][CH2:14][CH2:13][CH2:12]2)=[C:4]([NH:17][CH2:18][C:19]2[CH:24]=[CH:23][N:22]=[CH:21][CH:20]=2)[N:3]=1. Reported procedure: 2-Chloro-6-[(4-pyridyl)methylamino]-9-cyclopentylpurine is prepared from 2,6-dichloro-9-cyclopentylpurine, 4-aminomethylpyridine, and triethylamine essentially as described above in Example 1, Scheme A, step b. Starting materials: CC(=O)O, NNC(=S)NCc1cccnc1, O=Cc1ccccn1. Product: S=C(NCc1cccnc1)NN=Cc1ccccn1. Reaction SMILES: [CH3:21][C:22](=[O:23])[OH:24].[cH:1]1[c:2]([CH2:7][NH:8][C:9]([NH:10][NH2:11])=[S:12])[cH:3][cH:4][cH:5][n:6]1.[n:13]1[c:14]([CH:19]=[O:20])[cH:15][cH:16][cH:17][cH:18]1>>[cH:1]1[c:2]([CH2:7][NH:8][C:9]([NH:10][N:11]=[CH:19][c:14]2[n:13][cH:18][cH:17][cH:16][cH:15]2)=[S:12])[cH:3][cH:4][cH:5][n:6]1.